From a dataset of the Open Reaction Database (ORD), a public repository of structured organic reaction records. describe an organic reaction: reactants, conditions, products, and yield Conditions: temperature 50 celsius, time 30 minute. RXN SMILES: [F:1][C:2]1[C:7]([F:8])=[CH:6][CH:5]=[CH:4][C:3]=1[CH2:9][CH2:10][C:11]1[N:16]([CH2:17][C:18]([N:20]([CH2:34][C:35]2[CH:40]=[CH:39][C:38]([C:41]3[CH:46]=[CH:45][C:44]([C:47]([F:50])([F:49])[F:48])=[CH:43][CH:42]=3)=[CH:37][CH:36]=2)[CH:21]2[CH2:26][CH2:25][N:24]([C:27]([CH3:33])([CH3:32])[C:28]([O:30][CH3:31])=[O:29])[CH2:23][CH2:22]2)=[O:19])[C:15]2[N:51]=[CH:52][CH:53]=[CH:54][C:14]=2[C:13](=[O:55])[N:12]=1.[C:56]([OH:65])(=[O:64])[C@@H:57]([C@H:59]([C:61]([OH:63])=[O:62])[OH:60])[OH:58]>CO>[OH:60][CH:59]([CH:57]([OH:58])[C:56]([OH:65])=[O:64])[C:61]([OH:63])=[O:62].[F:1][C:2]1[C:7]([F:8])=[CH:6][CH:5]=[CH:4][C:3]=1[CH2:9][CH2:10][C:11]1[N:16]([CH2:17][C:18]([N:20]([CH2:34][C:35]2[CH:40]=[CH:39][C:38]([C:41]3[CH:42]=[CH:43][C:44]([C:47]([F:50])([F:48])[F:49])=[CH:45][CH:46]=3)=[CH:37][CH:36]=2)[CH:21]2[CH2:22][CH2:23][N:24]([C:27]([CH3:32])([CH3:33])[C:28]([O:30][CH3:31])=[O:29])[CH2:25][CH2:26]2)=[O:19])[C:15]2[N:51]=[CH:52][CH:53]=[CH:54][C:14]=2[C:13](=[O:55])[N:12]=1 |f:3.4|. Reactants: FC1=C(C=CC=C1F)CCC1=NC(C2=C(N1CC(=O)N(C1CCN(CC1)C(C(=O)OC)(C)C)CC1=CC=C(C=C1)C1=CC=C(C=C1)C(F)(F)F)N=CC=C2)=O (Methyl 2-[4-({[2-[2-(2,3-difluorophenyl)ethyl]-4-oxopyrido[2,3-d]pyrimidin-1(4H)-yl]-acetyl}{[4′-(trifluoromethyl)-4-biphenylyl]methyl}amino)-1-piperidinyl]-2-methylpropanoate), C([C@H](O)[C@@H](O)C(=O)O)(=O)O (L-Tartaric acid). Product: OC(C(=O)O)C(C(=O)O)O.FC1=C(C=CC=C1F)CCC1=NC(C2=C(N1CC(=O)N(C1CCN(CC1)C(C(=O)OC)(C)C)CC1=CC=C(C=C1)C1=CC=C(C=C1)C(F)(F)F)N=CC=C2)=O (Methyl 2-[4-({[2-[2-(2,3-difluorophenyl)ethyl]-4-oxopyrido[2,3-d]pyrimidin-1(4H)-yl]-acetyl}{[4′-(trifluoromethyl)-4-biphenylyl]methyl}amino)-1-piperidinyl]-2-methyl-propanoate 2,3-dihydroxybutanedioate). Procedure: Methyl 2-[4-({[2-[2-(2,3-difluorophenyl)ethyl]-4-oxopyrido[2,3-d]pyrimidin-1(4H)-yl]-acetyl}{[4′-(trifluoromethyl)-4-biphenylyl]methyl}amino)-1-piperidinyl]-2-methylpropanoate (8.5 g, 1 equiv) was suspended in methanol (100 ml) and warmed to 50° C. until the solid dissolved. L-Tartaric acid (1.675 g, 1.0 equiv) was added in one portion and stirred for 30 minutes at room temperature. The solution was concentrated in vacuo to an off-white powder that was dried in a vacuum oven at room temperature. Run in CO (methanol). Reactants: BrC(C)Br (Dibromoethane), FC1=CC=C(CBr)C=C1 (4-Fluorobenzyl bromide), tris(dibenzylideneacetone)palladium(0), BrC1=C(C(=O)OC)C=C(C=C1)[N+](=O)[O-] (methyl 2-bromo-5-nitrobenzoate). Reagents/catalysts: C[Si](C)(C)Cl (trimethylsilyl chloride), [Zn] (Zinc). Run in O1CCCC1 (tetrahydrofuran), O1CCCC1 (tetrahydrofuran), O1CCCC1 (tetrahydrofuran). Run at temperature 67 celsius, time 30 minute. Yields the product [N+](=O)([O-])C=1C=C(C(=O)OC)C(=CC1)CC1=CC=C(C=C1)F (methyl 3-nitro-6-(4-fluorobenzyl)benzoate). Isolated yield 132.2%. Reaction SMILES: BrC(Br)C.[F:5][C:6]1[CH:13]=[CH:12][C:9]([CH2:10]Br)=[CH:8][CH:7]=1.Br[C:15]1[CH:24]=[CH:23][C:22]([N+:25]([O-:27])=[O:26])=[CH:21][C:16]=1[C:17]([O:19][CH3:20])=[O:18]>O1CCCC1.[Zn].C[Si](Cl)(C)C>[N+:25]([C:22]1[CH:21]=[C:16]([C:15]([CH2:10][C:9]2[CH:12]=[CH:13][C:6]([F:5])=[CH:7][CH:8]=2)=[CH:24][CH:23]=1)[C:17]([O:19][CH3:20])=[O:18])([O-:27])=[O:26]. Procedure: Zinc dust (14.2 g, 217.2 mmol) and tetrahydrofuran (17 ml) were sonicated under argon for 30 minutes. Dibromoethane (2.1 ml, 24.38 mmol) was added and the mixture heated to 67° C. for 1 minute, cooled to 25° C. and trimethylsilyl chloride (2.5 ml, 19.58 mmol) added. After initial effervescence and exotherm, the mixture was stirred at ambient temperature for 30 minutes. 3M 4-Fluorobenzyl bromide (26 ml, 212 mmol) in tetrahydrofuran (70 ml) was added dropwise with exotherm and stirred at ambient t... Reactants: ClC1=CC=C(C=C1)C=1SC=2C(NCCC2N1)=O (2-(4-chloro-phenyl)-6,7-dihydro-5H-thiazolo[5,4-c]pyridin-4-one), BrC1=CC(=C(C=C1)OS(=O)(=O)C1=CC=C(C=C1)C)OC (toluene-4-sulfonic acid 4-bromo-2-methoxy-phenyl ester), C1(=CC=CC=C1)P(C1=CC=CC=2C(C3=CC=CC(=C3OC12)P(C1=CC=CC=C1)C1=CC=CC=C1)(C)C)C1=CC=CC=C1 (4,5-bis(diphenylphosphino)-9,9-dimethylxanthene), C(=O)([O-])[O-].[Cs+].[Cs+] (Cs2CO3). Reagents/catalysts: C=1C=CC(=CC1)/C=C/C(=O)/C=C/C2=CC=CC=C2.C=1C=CC(=CC1)/C=C/C(=O)/C=C/C2=CC=CC=C2.C=1C=CC(=CC1)/C=C/C(=O)/C=C/C2=CC=CC=C2.[Pd].[Pd] (tris(dibenzylideneacetone)dipalladium(0)). Run in O1CCOCC1 (dioxane), CCOC(=O)C (EtOAc). Yields the product ClC1=CC=C(C=C1)C=1SC=2C(N(CCC2N1)C1=CC(=C(C=C1)OS(=O)(=O)C1=CC=C(C=C1)C)OC)=O (Toluene-4-sulfonic acid 4-[2-(4-chloro-phenyl)-4-oxo-6,7-dihydro-4H-thiazolo[5,4-c]pyridin-5-yl]-2-methoxy-phenyl ester). The yield is 59.7%. RXN SMILES: [Cl:1][C:2]1[CH:7]=[CH:6][C:5]([C:8]2[S:9][C:10]3[C:11](=[O:17])[NH:12][CH2:13][CH2:14][C:15]=3[N:16]=2)=[CH:4][CH:3]=1.Br[C:19]1[CH:24]=[CH:23][C:22]([O:25][S:26]([C:29]2[CH:34]=[CH:33][C:32]([CH3:35])=[CH:31][CH:30]=2)(=[O:28])=[O:27])=[C:21]([O:36][CH3:37])[CH:20]=1.C1(P(C2C=CC=CC=2)C2C3OC4C(=CC=CC=4P(C4C=CC=CC=4)C4C=CC=CC=4)C(C)(C)C=3C=CC=2)C=CC=CC=1.C([O-])([O-])=O.[Cs+].[Cs+]>O1CCOCC1.CCOC(C)=O.C1C=CC(/C=C/C(/C=C/C2C=CC=CC=2)=O)=CC=1.C1C=CC(/C=C/C(/C=C/C2C=CC=CC=2)=O)=CC=1.C1C=CC(/C=C/C(/C=C/C2C=CC=CC=2)=O)=CC=1.[Pd].[Pd]>[Cl:1][C:2]1[CH:7]=[CH:6][C:5]([C:8]2[S:9][C:10]3[C:11](=[O:17])[N:12]([C:19]4[CH:24]=[CH:23][C:22]([O:25][S:26]([C:29]5[CH:30]=[CH:31][C:32]([CH3:35])=[CH:33][CH:34]=5)(=[O:28])=[O:27])=[C:21]([O:36][CH3:37])[CH:20]=4)[CH2:13][CH2:14][C:15]=3[N:16]=2)=[CH:4][CH:3]=1 |f:3.4.5,8.9.10.11.12|. Reported procedure: Mix 2-(4-chloro-phenyl)-6,7-dihydro-5H-thiazolo[5,4-c]pyridin-4-one (128 mg, 0.48 mmol), toluene-4-sulfonic acid 4-bromo-2-methoxy-phenyl ester (218 mg, 0.61 mmol), 4,5-bis(diphenylphosphino)-9,9-dimethylxanthene (17.2 mg, 0.030 mmol), Cs2CO3 (0.123 mg, 0.377 mmol) in dioxane (13 mL). Purge the solution with nitrogen for 30 min and then add tris(dibenzylideneacetone)dipalladium(0) (Pd2(dba)3) (6.7 mg, 0.0073 mmol). Stir the mixture at reflux overnight, then cool to room temperature. Dilute the m...